From a dataset of the Open Reaction Database (ORD), a public repository of structured organic reaction records. describe an organic reaction: reactants, conditions, products, and yield Starting materials: [BH3-]C#N.[Na+] (NaCNBH3), CC(=O)O (HOAc), C1(CCCCC1)C=1C=2C=CC(=CC2N2C[C@H](COC3=C(C21)C=CC=C3)NC)C(=O)OC (methyl (7R)-14-cyclohexyl-7-(methylamino)-7,8-dihydro-6H-indolo[1,2-e][1,5]benzoxazocine-11-carboxylate), ClCC=O (chloroacetaldehyde). Solvent: CO (MeOH). Reaction conditions: temperature 60 celsius. Yields the product ClCCN([C@H]1COC2=C(C=3N(C1)C=1C=C(C=CC1C3C3CCCCC3)C(=O)OC)C=CC=C2)C (methyl (7R)-7-[(2-chloroethyl)(methyl)amino]-14-cyclohexyl-7,8-dihydro-6H-indolo[1,2-e][1,5]benzoxazocine-11-carboxylate). As a reaction SMILES: CC(O)=O.[CH:5]1([C:11]2[C:12]3[CH:13]=[CH:14][C:15]([C:32]([O:34][CH3:35])=[O:33])=[CH:16][C:17]=3[N:18]3[C:25]=2[C:24]2[CH:26]=[CH:27][CH:28]=[CH:29][C:23]=2[O:22][CH2:21][C@H:20]([NH:30][CH3:31])[CH2:19]3)[CH2:10][CH2:9][CH2:8][CH2:7][CH2:6]1.[Cl:36][CH2:37]C=O.[BH3-][C:41]#N.[Na+]>CO>[Cl:36][CH2:37][CH2:31][N:30]([CH3:41])[C@@H:20]1[CH2:19][N:18]2[C:17]3[CH:16]=[C:15]([C:32]([O:34][CH3:35])=[O:33])[CH:14]=[CH:13][C:12]=3[C:11]([CH:5]3[CH2:6][CH2:7][CH2:8][CH2:9][CH2:10]3)=[C:25]2[C:24]2[CH:26]=[CH:27][CH:28]=[CH:29][C:23]=2[O:22][CH2:21]1 |f:3.4|. Reported procedure: HOAc (cat.) was added to a stirred mixture of methyl (7R)-14-cyclohexyl-7-(methylamino)-7,8-dihydro-6H-indolo[1,2-e][1,5]benzoxazocine-11-carboxylate (prepared as described in Example 1, Step 5) (0.03 M) and chloroacetaldehyde (50 wt % in water; 1.5 eq) in MeOH. NaCNBH3 (1.5 eq) was introduced and the reaction heated at 60° C. for 2 h. The reaction was allowed to cool to RT and partitioned between water and EtOAc. The organics were washed with saturated NaHCO3 (aq), brine before being dried (Na2...